Dataset: the Open Reaction Database (ORD), a public repository of structured organic reaction records. Task: describe an organic reaction: reactants, conditions, products, and yield Reactants: ice, S1C2=C(C=C1)C(=CC=C2)C=O (benzo[b]thiophene-4-carboaldehyde), O (water), C(C)(=O)OCC (ethyl acetate). The solvent is O1CCCC1 (tetrahydrofuran). Reaction conditions: temperature -60 celsius, time 8 hour. The product is COC=CC1=CC=CC=2SC=CC21 (2-benzo[b]thiophen-4-yl-1-ethenyl methyl ether). RXN SMILES: [S:1]1[CH:5]=[CH:4][C:3]2[C:6]([CH:10]=O)=[CH:7][CH:8]=[CH:9][C:2]1=2.O.[C:13]([O:16][CH2:17]C)(=O)C>O1CCCC1>[CH3:13][O:16][CH:17]=[CH:10][C:6]1[C:3]2[CH:4]=[CH:5][S:1][C:2]=2[CH:9]=[CH:8][CH:7]=1. Reported procedure: In an atmosphere of nitrogen, 4.85 g of (methoxymethyl)triphenylphosphonium chloride is suspended in 40 mL of tetrahydrofuran. Then, 1.5 mL of diisopropylamine is added to the suspension, and cooled to −60° C. After dropwise adding thereto 6.6 mL of 1.6 mol/L solution of n-butyllithium in hexane, the mixture thus obtained is stirred for 30 minutes at an ice-cooled temperature. Then, the reaction mixture is cooled to −60° C., a solution of 1.72 g of benzo[b]thiophene-4-carboaldehyde in 15 mL of t... Starting materials: [N-]=[N+]=[N-].[Na+] (sodium azide), O (water), [N-]=[N+]=[N-].[Na+] (Sodium azide), BrC1C(N(CC1)C1=CC(=C(C=C1)F)Cl)=O (3-bromo-1-(3-chloro-4-fluorophenyl)-2-pyrrolidinone). Solvent: CN(C)C=O (DMF), CCOCC (ether). Run at time 8 hour. Yields the product N(=[N+]=[N-])C1C(N(CC1)C1=CC(=C(C=C1)F)Cl)=O (3-Azido-1-(3-chloro-4-fluorophenyl)-2-pyrrolidinone). The yield is 120.6%. As a reaction SMILES: [N-:1]=[N+:2]=[N-:3].[Na+].Br[CH:6]1[CH2:10][CH2:9][N:8]([C:11]2[CH:16]=[CH:15][C:14]([F:17])=[C:13]([Cl:18])[CH:12]=2)[C:7]1=[O:19].O>CN(C=O)C.CCOCC>[N:1]([CH:6]1[CH2:10][CH2:9][N:8]([C:11]2[CH:16]=[CH:15][C:14]([F:17])=[C:13]([Cl:18])[CH:12]=2)[C:7]1=[O:19])=[N+:2]=[N-:3] |f:0.1|. Procedure details: Sodium azide (0.45 g) was added to a solution of 3-bromo-1-(3-chloro-4-fluorophenyl)-2-pyrrolidinone (2.00 g) in DMF (16 ml) and the mixture left to stand overnight. A further portion of sodium azide (0.15 g) was added and the mixture again left to stand overnight. The mixture was poured into water giving a white solid which was isolated by filtration, dissolved in ether, dried (MsSO4) and concentrated in vacuo to give the sub-title compound as an off-white solid (2.10 g) which was used directly... Reactants: C(C1=CC=CC=C1)OC1=C(C=C(C(=C1)OCC1=CC=CC=C1)C1=NN=NN1CCCC)C1=CC(=CC=C1)C(=O)O (2′,4′-bis-benzyloxy-5′-(1-butyl-1H-tetrazol-5-yl)-biphenyl-3-carboxylic acid), N1(CCCC1)C1CCNCC1 (4-(1-pyrrolidinyl)piperidine). Yields the product C(CCC)N1N=NN=C1C=1C(=CC(=C(C1)C1=CC(=CC=C1)C(=O)N1CCC(CC1)N1CCCC1)O)O ([5′-(1-Butyl-1H-tetrazol-5-yl)-2′,4′-dihydroxy-biphenyl-3-yl]-(4-pyrrolidin-1-yl-piperidin-1-yl)-methanone). Reaction SMILES: C([O:8][C:9]1[CH:14]=[C:13]([O:15]CC2C=CC=CC=2)[C:12]([C:23]2[N:27]([CH2:28][CH2:29][CH2:30][CH3:31])[N:26]=[N:25][N:24]=2)=[CH:11][C:10]=1[C:32]1[CH:37]=[CH:36][CH:35]=[C:34]([C:38](O)=[O:39])[CH:33]=1)C1C=CC=CC=1.[N:41]1([CH:46]2[CH2:51][CH2:50][NH:49][CH2:48][CH2:47]2)[CH2:45][CH2:44][CH2:43][CH2:42]1>>[CH2:28]([N:27]1[C:23]([C:12]2[C:13]([OH:15])=[CH:14][C:9]([OH:8])=[C:10]([C:32]3[CH:37]=[CH:36][CH:35]=[C:34]([C:38]([N:49]4[CH2:50][CH2:51][CH:46]([N:41]5[CH2:45][CH2:44][CH2:43][CH2:42]5)[CH2:47][CH2:48]4)=[O:39])[CH:33]=3)[CH:11]=2)=[N:24][N:25]=[N:26]1)[CH2:29][CH2:30][CH3:31]. Procedure: This product was synthesized using 2′,4′-bis-benzyloxy-5′-(1-butyl-1H-tetrazol-5-yl)-biphenyl-3-carboxylic acid and 4-(1-pyrrolidinyl)piperidine as described in general procedure D. LCMS: 491 [M+H]. Starting materials: ClC=1N=C(C2=C(N1)SC(=N2)C=CC2=CC=CC=C2)N2CCOCC2 (5-chloro-7-morpholin-4-yl-2-styryl-thiazolo[5,4-d]pyrimidine), I(=O)(=O)(=O)O (periodic acid). Reagents/catalysts: [Ru](Cl)(Cl)Cl (ruthenium(III) chloride). Run in C1CCOC1 (THF), C(C)#N (acetonitrile), O (H2O). Reaction conditions: time 2 hour. The product is ClC=1N=C(C2=C(N1)SC(=N2)C=O)N2CCOCC2 (5-Chloro-7-morpholin-4-yl-thiazolo[5,4-d]pyrimidine-2-carbaldehyde). The yield is 41.2%. RXN SMILES: [Cl:1][C:2]1[N:3]=[C:4]([N:19]2[CH2:24][CH2:23][O:22][CH2:21][CH2:20]2)[C:5]2[N:10]=[C:9]([CH:11]=CC3C=CC=CC=3)[S:8][C:6]=2[N:7]=1.I(O)(=O)(=O)=[O:26]>C1COCC1.C(#N)C.O.[Ru](Cl)(Cl)Cl>[Cl:1][C:2]1[N:3]=[C:4]([N:19]2[CH2:24][CH2:23][O:22][CH2:21][CH2:20]2)[C:5]2[N:10]=[C:9]([CH:11]=[O:26])[S:8][C:6]=2[N:7]=1. Procedure: To a suspension of 2-(5-chloro-7-morpholin-4-yl-thiazolo[5,4-d]pyrimidin-2-yl)-1-phenyl-ethanol (1.1 g, 2.9 mmol) in toluene (25 mL) was added p-toluenesulfonic acid (0.11 g, 0.58 mmol) and the resulting solution stirred at 120° C. for 24 h. The reaction mixture was concentrated in vacuo to give 5-chloro-7-morpholin-4-yl-2-styryl-thiazolo[5,4-d]pyrimidine as a crude yellow solid which was used without purification. To a suspension of 5-chloro-7-morpholin-4-yl-2-styryl-thiazolo[5,4-d]pyrimidine (... Starting materials: CCOC(=O)C (EtOAc), ClCC(=O)N(CC)CC (2-chloro-N,N-diethylacetamide), N1=CC=C(C=C1)NC1=C(NC2=CC=CC=C12)C(=O)O (3-(4-pyridinylamino)-1H-indole-2-carboxylic acid), C(=O)([O-])[O-].[Cs+].[Cs+] (Cs2CO3). The solvent is CO.CCOC(=O)C (MeOH EtOAc), CN(C)C=O (DMF), [Cl-].[Na+].O (brine). Run at temperature 50 celsius, time 10 minute. The product is C(C)N(C(=O)COC(=O)C=1NC2=CC=CC=C2C1NC1=CC=NC=C1)CC (3-(Pyridin-4-ylamino)-1H-indole-2-carboxylic acid diethylcarbamoylmethyl ester). Isolated yield 96.1%. RXN SMILES: [N:1]1[CH:6]=[CH:5][C:4]([NH:7][C:8]2[C:16]3[C:11](=[CH:12][CH:13]=[CH:14][CH:15]=3)[NH:10][C:9]=2[C:17]([OH:19])=[O:18])=[CH:3][CH:2]=1.C([O-])([O-])=O.[Cs+].[Cs+].Cl[CH2:27][C:28]([N:30]([CH2:33][CH3:34])[CH2:31][CH3:32])=[O:29].CCOC(C)=O>CN(C=O)C.[Cl-].[Na+].O.CO.CCOC(C)=O>[CH2:31]([N:30]([CH2:33][CH3:34])[C:28]([CH2:27][O:18][C:17]([C:9]1[NH:10][C:11]2[C:16]([C:8]=1[NH:7][C:4]1[CH:5]=[CH:6][N:1]=[CH:2][CH:3]=1)=[CH:15][CH:14]=[CH:13][CH:12]=2)=[O:19])=[O:29])[CH3:32] |f:1.2.3,7.8.9,10.11|. Procedure: Stir at 50° C. for 10 min. a mixture of 3-(4-pyridinylamino)-1H-indole-2-carboxylic acid (2.0 g, 8 mmol), KI (10 mg) and Cs2CO3 (2.8 g, 8.6 mmol) in DMF (125 mL). Allow to cool to ambient temperature and then cool in an ice bath. Add 2-chloro-N,N-diethylacetamide (1.077 g, 0.9 mmol) and allow to warm to ambient temperature. Add a brine solution to the reaction and extract with EtOAc (3×). Wash the extract with brine and water, dry (MgSO4), filter and concentrate under vacuum to give a semi-solid... Reactants: CCOCC, ClCCl, COCOc1c2c(c(O)c3cccnc13)C(=O)N(Cc1ccc(F)cc1)C2=O, C=[N+]=[N-]. Yields the product COCOc1c2c(c(OC)c3cccnc13)C(=O)N(Cc1ccc(F)cc1)C2=O. RXN SMILES: [CH2:35]([O:36][CH2:37][CH3:38])[CH3:39].[Cl:32][CH2:33][Cl:34].[F:1][c:2]1[cH:3][cH:4][c:5]([CH2:6][N:7]2[C:8](=[O:26])[c:9]3[c:10]([OH:25])[c:11]4[cH:12][cH:13][cH:14][n:15][c:16]4[c:17]([O:21][CH2:22][O:23][CH3:24])[c:18]3[C:19]2=[O:20])[cH:27][cH:28]1.[N+:29](=[N-:30])=[CH2:31]>>[F:1][c:2]1[cH:3][cH:4][c:5]([CH2:6][N:7]2[C:8](=[O:26])[c:9]3[c:10]([O:25][CH3:31])[c:11]4[cH:12][cH:13][cH:14][n:15][c:16]4[c:17]([O:21][CH2:22][O:23][CH3:24])[c:18]3[C:19]2=[O:20])[cH:27][cH:28]1.